The task is: describe an organic reaction: reactants, conditions, products, and yield. This data is from the Open Reaction Database (ORD), a public repository of structured organic reaction records. Reactants: O (water), compound, FC1=C2CCCC(C2=CC=C1)=O (5-Fluoro-1-tetralone), [N+](=O)([O-])[O-].[K+] (potassium nitrate). The solvent is S(O)(O)(=O)=O (sulfuric acid), S(O)(O)(=O)=O (sulfuric acid). Conditions: time 30 minute. Yields the product FC1=C2CCCC(C2=C(C=C1)[N+](=O)[O-])=O (5-Fluoro-8-nitro-1-tetralone). Reaction SMILES: [F:1][C:2]1[CH:11]=[CH:10][CH:9]=[C:8]2[C:3]=1[CH2:4][CH2:5][CH2:6][C:7]2=[O:12].[N+:13]([O-])([O-:15])=[O:14].[K+].O>S(=O)(=O)(O)O>[F:1][C:2]1[CH:11]=[CH:10][C:9]([N+:13]([O-:15])=[O:14])=[C:8]2[C:3]=1[CH2:4][CH2:5][CH2:6][C:7]2=[O:12] |f:1.2|. Procedure details: 14 gm of the compound prepared in (7) above was dissolved into 100 ml of concentrated sulfuric acid. After cooling the solution, a solution of 9.05 gm of potassium nitrate in 80 ml of concentrated sulfuric acid was added dropwise while maintaining the internal temperature below 5° C. The stirring was continued for a further 30 minutes. The resultant reaction mixture was poured into ice-cooled water and extracted with chloroform. The extract was washed with saturated aqueous solution of sodium bi... The reactants are COC(=O)c1cc(OC)ccc1Br, O=C([O-])[O-], Cc1ccccc1, [Cs+], [Cs+], Cn1nc(C(C)(C)C)cc1N, O=C(C=Cc1ccccc1)C=Cc1ccccc1, O=C(C=Cc1ccccc1)C=Cc1ccccc1, O=C(C=Cc1ccccc1)C=Cc1ccccc1, [Pd], [Pd], c1ccc(P(c2ccccc2)c2ccc3ccccc3c2-c2c(P(c3ccccc3)c3ccccc3)ccc3ccccc23)cc1. Product: COC(=O)c1cc(OC)ccc1Nc1cc(C(C)(C)C)nn1C. Reaction SMILES: [Br:12][c:13]1[c:14]([C:15](=[O:16])[O:17][CH3:18])[cH:19][c:20]([O:23][CH3:24])[cH:21][cH:22]1.[C:25](=[O:26])([O-:27])[O-:28].[CH3:133][c:134]1[cH:135][cH:136][cH:137][cH:138][cH:139]1.[Cs+:29].[Cs+:30].[NH2:1][c:2]1[cH:3][c:4]([C:8]([CH3:9])([CH3:10])[CH3:11])[n:5][n:6]1[CH3:7].[O:115]=[C:116]([CH:117]=[CH:118][c:119]1[cH:120][cH:121][cH:122][cH:123][cH:124]1)[CH:125]=[CH:126][c:127]1[cH:128][cH:129][cH:130][cH:131][cH:132]1.[O:79]=[C:80]([CH:81]=[CH:82][c:83]1[cH:84][cH:85][cH:86][cH:87][cH:88]1)[CH:89]=[CH:90][c:91]1[cH:92][cH:93][cH:94][cH:95][cH:96]1.[O:97]=[C:98]([CH:99]=[CH:100][c:101]1[cH:102][cH:103][cH:104][cH:105][cH:106]1)[CH:107]=[CH:108][c:109]1[cH:110][cH:111][cH:112][cH:113][cH:114]1.[Pd:77].[Pd:78].[cH:31]1[cH:32][cH:33][c:34]([P:35]([c:36]2[cH:37][cH:38][c:39]3[c:40]([cH:41][cH:42][cH:43][cH:44]3)[c:45]2-[c:46]2[c:47]3[c:48]([cH:49][cH:50][cH:51][cH:52]3)[cH:53][cH:54][c:55]2[P:56]([c:57]2[cH:58][cH:59][cH:60][cH:61][cH:62]2)[c:63]2[cH:64][cH:65][cH:66][cH:67][cH:68]2)[c:69]2[cH:70][cH:71][cH:72][cH:73][cH:74]2)[cH:75][cH:76]1>>[NH:1]([c:2]1[cH:3][c:4]([C:8]([CH3:9])([CH3:10])[CH3:11])[n:5][n:6]1[CH3:7])[c:13]1[c:14]([C:15](=[O:16])[O:17][CH3:18])[cH:19][c:20]([O:23][CH3:24])[cH:21][cH:22]1. The product is C(C1=CC=CC=C1)N1CC(OCC1)C1=CC=C(C=C1)CCCCCCCC (4-benzyl-2-(4-octyl-phenyl)-morpholine). Run in C1CCOC1 (THF). Reagents/catalysts: C(C)(=O)[O-].[Pd+2].C(C)(=O)[O-] (palladium(II) acetate). RXN SMILES: C=CCCCCCC.B1[CH:14]2[CH2:15][CH2:16][CH2:17][CH:10]1[CH2:11][CH2:12][CH2:13]2.[O-]P([O-])([O-])=O.[K+].[K+].[K+].[CH2:26]([N:33]1[CH2:38][CH:37]([C:39]2[CH:44]=[CH:43][C:42](Br)=[CH:41][CH:40]=2)[O:36][CH2:35][CH2:34]1)[C:27]1[CH:32]=[CH:31][CH:30]=[CH:29][CH:28]=1.C1(P(C2CCCCC2)C2C=CC=CC=2C2C(OC)=CC=CC=2OC)CCCCC1>C1COCC1.C([O-])(=O)C.[Pd+2].C([O-])(=O)C>[CH2:26]([N:33]1[CH2:34][CH2:35][O:36][CH:37]([C:39]2[CH:44]=[CH:43][C:42]([CH2:11][CH2:12][CH2:13][CH2:14][CH2:15][CH2:16][CH2:17][CH3:10])=[CH:41][CH:40]=2)[CH2:38]1)[C:27]1[CH:28]=[CH:29][CH:30]=[CH:31][CH:32]=1 |f:2.3.4.5,9.10.11|. Conditions: time 8 hour. Procedure details: To a solution of 1-octene (2.12 mL, 13.5 mmol) in THF (50 mL) was added 9-BBN (4.3 g, 17.6 mmol), at 0° C. The reaction mixture was allowed to warm to RT and stirred overnight. Subsequently, K3PO4 (7.6 g, 35.8 mmol) was added, followed, after 45 minutes, by 4-benzyl-6-(4-bromo-phenyl)-morpholine (3.0 g, 9 mmol), palladium(II) acetate (80 mg; 4 mol %), and dicyclohexyl-(2′,6′-dimethoxy-biphenyl-2-yl)-phosphane (296 mg; 8 mol %). The resulting mixture was heated under reflux for 2 hours. After coo... Reactants: C(C1=CC=CC=C1)N1CCOC(C1)C1=CC=C(C=C1)Br (4-benzyl-6-(4-bromo-phenyl)-morpholine), C1(CCCCC1)P(C1=C(C=CC=C1)C1=C(C=CC=C1OC)OC)C1CCCCC1 (dicyclohexyl-(2′,6′-dimethoxy-biphenyl-2-yl)-phosphane), C=CCCCCCC (1-octene), B1C2CCCC1CCC2 (9-BBN), [O-]P(=O)([O-])[O-].[K+].[K+].[K+] (K3PO4). Yield: 78.4%. Reactants: ClC1=CC=C(C=C1)C1(N=C(NC1(C)C1=CC=C(C=C1)Cl)C1=C(C=C(C=C1)C(F)(F)F)OCC)C (rac-(4S*,5R*)-4,5-bis-(4-chloro-phenyl)-2-(2-ethoxy-4-trifluoromethyl-phenyl)-4,5-dimethyl-4,5-dihydro-1H-imidazole), C(=O)(Cl)Cl (phosgene). The solvent is C(C)N(CC)CC (triethylamine). The product is ClC1=CC=C(C=C1)C1(N=C(N(C1(C)C1=CC=C(C=C1)Cl)C(=O)Cl)C1=C(C=C(C=C1)C(F)(F)F)OCC)C (rac-(4S*,5R*)-4,5-Bis-(4-chloro-phenyl)-2-(2-ethoxy-4-trifluoromethyl-phenyl)-4,5-dimethyl-4,5-dihydro-imidazole-1-carbonyl chloride). Reaction SMILES: [Cl:1][C:2]1[CH:7]=[CH:6][C:5]([C:8]2([CH3:34])[C:12]([C:14]3[CH:19]=[CH:18][C:17]([Cl:20])=[CH:16][CH:15]=3)([CH3:13])[NH:11][C:10]([C:21]3[CH:26]=[CH:25][C:24]([C:27]([F:30])([F:29])[F:28])=[CH:23][C:22]=3[O:31][CH2:32][CH3:33])=[N:9]2)=[CH:4][CH:3]=1.[C:35](Cl)([Cl:37])=[O:36]>C(N(CC)CC)C>[Cl:1][C:2]1[CH:7]=[CH:6][C:5]([C:8]2([CH3:34])[C:12]([C:14]3[CH:15]=[CH:16][C:17]([Cl:20])=[CH:18][CH:19]=3)([CH3:13])[N:11]([C:35]([Cl:37])=[O:36])[C:10]([C:21]3[CH:26]=[CH:25][C:24]([C:27]([F:28])([F:29])[F:30])=[CH:23][C:22]=3[O:31][CH2:32][CH3:33])=[N:9]2)=[CH:4][CH:3]=1. Procedure details: In a manner analogous to the method described in example 3, rac-(4S*,5R*)-4,5-bis-(4-chloro-phenyl)-2-(2-ethoxy-4-trifluoromethyl-phenyl)-4,5-dimethyl-4,5-dihydro-1H-imidazole was reacted with phosgene in the presence of triethylamine to give the title compound. Reactants: COC=1C=C(C=CC1OC)C1C(NCCN1C(CCl)=O)=O (3-(3,4-dimethoxyphenyl)-4-chloroacetylpiperazin-2-one), N1CCOCC1 (morpholine). Run in C1(=CC=CC=C1)C (toluene). Yields the product COC=1C=C(C=CC1OC)C1C(NCCN1C(CN1CCOCC1)=O)=O (3-(3,4-dimethoxyphenyl)-4-morpholinoacetylpiperazin-2-one). Reaction SMILES: [CH3:1][O:2][C:3]1[CH:4]=[C:5]([CH:11]2[N:16]([C:17](=[O:20])[CH2:18]Cl)[CH2:15][CH2:14][NH:13][C:12]2=[O:21])[CH:6]=[CH:7][C:8]=1[O:9][CH3:10].[NH:22]1[CH2:27][CH2:26][O:25][CH2:24][CH2:23]1>C1(C)C=CC=CC=1>[CH3:1][O:2][C:3]1[CH:4]=[C:5]([CH:11]2[N:16]([C:17](=[O:20])[CH2:18][N:22]3[CH2:27][CH2:26][O:25][CH2:24][CH2:23]3)[CH2:15][CH2:14][NH:13][C:12]2=[O:21])[CH:6]=[CH:7][C:8]=1[O:9][CH3:10]. Reported procedure: 7.8 g of the 3-(3,4-dimethoxyphenyl)-4-chloroacetylpiperazin-2-one prepared in accordance with Example 7, 50 ml of toluene and 4.5 g (0.05 mol) of morpholine are boiled under reflux for 3 hours. The reaction mixture is then concentrated in vacuo, an aqueous solution of potassium carbonate is added to the residue and the mixture is extracted by shaking with methylene chloride. The organic phase is separated off and the methylene chloride is removed by evaporation. The reactants are ClCc1nccs1, CC(=O)NCC(C)Oc1cccc2ncnc(Nc3ccc(O)c(C)c3)c12. Product: CC(=O)NCC(C)Oc1cccc2ncnc(Nc3ccc(OCc4nccs4)c(C)c3)c12. As a reaction SMILES: [Cl:1][CH2:2][c:3]1[s:4][cH:5][cH:6][n:7]1.[OH:8][c:9]1[c:10]([CH3:34])[cH:11][c:12]([NH:15][c:16]2[n:17][cH:18][n:19][c:20]3[cH:21][cH:22][cH:23][c:24]([O:26][CH:27]([CH2:28][NH:29][C:30]([CH3:31])=[O:32])[CH3:33])[c:25]23)[cH:13][cH:14]1>>[CH2:2]([c:3]1[s:4][cH:5][cH:6][n:7]1)[O:8][c:9]1[c:10]([CH3:34])[cH:11][c:12]([NH:15][c:16]2[n:17][cH:18][n:19][c:20]3[cH:21][cH:22][cH:23][c:24]([O:26][CH:27]([CH2:28][NH:29][C:30]([CH3:31])=[O:32])[CH3:33])[c:25]23)[cH:13][cH:14]1.